Dataset: the Open Reaction Database (ORD), a public repository of structured organic reaction records. Task: describe an organic reaction: reactants, conditions, products, and yield Reactants: COc1c(Cl)cc(N)cc1Br, Cc1ccccc1, O=C(Cl)Cl. Yields the product COc1c(Cl)cc(N=C=O)cc1Br. Reaction SMILES: [Br:1][c:2]1[cH:3][c:4]([NH2:5])[cH:6][c:7]([Cl:11])[c:8]1[O:9][CH3:10].[CH3:16][c:17]1[cH:18][cH:19][cH:20][cH:21][cH:22]1.[Cl:12][C:13]([Cl:14])=[O:15]>>[Br:1][c:2]1[cH:3][c:4]([N:5]=[C:13]=[O:15])[cH:6][c:7]([Cl:11])[c:8]1[O:9][CH3:10]. The reactants are CN(C)C(=O)c1cccc(B(O)O)c1, CC#N, ClCCl, C[Si](C)(C)CCOCn1nc(I)c2cc(-c3cccc(C(=O)N4CCOCC4)c3)cnc21, [Na+], [Na+], O=C([O-])[O-], O. Yields the product CN(C)C(=O)c1cccc(-c2nn(COCC[Si](C)(C)C)c3ncc(-c4cccc(C(=O)N5CCOCC5)c4)cc23)c1. As a reaction SMILES: [CH3:33][N:34]([C:35](=[O:36])[c:37]1[cH:38][c:39]([B:43]([OH:44])[OH:45])[cH:40][cH:41][cH:42]1)[CH3:46].[CH3:56][C:57]#[N:58].[Cl:47][CH2:48][Cl:49].[I:1][c:2]1[n:3][n:4]([CH2:25][O:26][CH2:27][CH2:28][Si:29]([CH3:30])([CH3:31])[CH3:32])[c:5]2[n:6][cH:7][c:8](-[c:11]3[cH:12][c:13]([C:17](=[O:18])[N:19]4[CH2:20][CH2:21][O:22][CH2:23][CH2:24]4)[cH:14][cH:15][cH:16]3)[cH:9][c:10]12.[Na+:50].[Na+:51].[O-:52][C:53](=[O:54])[O-:55].[OH2:59]>>[c:2]1(-[c:39]2[cH:38][c:37]([C:35]([N:34]([CH3:33])[CH3:46])=[O:36])[cH:42][cH:41][cH:40]2)[n:3][n:4]([CH2:25][O:26][CH2:27][CH2:28][Si:29]([CH3:30])([CH3:31])[CH3:32])[c:5]2[n:6][cH:7][c:8](-[c:11]3[cH:12][c:13]([C:17](=[O:18])[N:19]4[CH2:20][CH2:21][O:22][CH2:23][CH2:24]4)[cH:14][cH:15][cH:16]3)[cH:9][c:10]12. Starting materials: C(C)(=O)[O-].[K+] (Potassium acetate), C(C)(=O)O (acetic acid), [I-].[Na+] (sodium iodide), ClC(C(=O)C1=CC(=C(C(=C1)F)OC)F)C (2-chloro-1-(3,5-difluoro-4-methoxyphenyl) propan-1-one). The solvent is CC(=O)C (acetone), CC(=O)C (acetone), O (water). Yields the product FC=1C=C(C=C(C1OC)F)C(C(C)O)O (1-(3,5-difluoro-4-methoxy-phenyl)propane 1,2-diol). Procedure: Potassium acetate (3.0 g) then glacial acetic acid (5 ml) and then sodium iodide (1.0 g) were added to a solution of 2-chloro-1-(3,5-difluoro-4-methoxyphenyl) propan-1-one (6.5 g) in acetone (50 ml). The mixture was stirred and heated under reflux for 4 hours, cooled and treated with water (150 ml) the acetone was evaporated and the aqueous residue was extracted into dichloromethane. The organic phase was washed with sodium bicarbonate solution, dried (magnesium sulphate), and concentrated under... Reaction SMILES: [C:1]([O-:4])(=O)[CH3:2].[K+].C(O)(=O)C.[I-].[Na+].ClC(C)[C:14]([C:16]1[CH:21]=[C:20]([F:22])[C:19]([O:23][CH3:24])=[C:18]([F:25])[CH:17]=1)=[O:15]>CC(C)=O.O>[F:22][C:20]1[CH:21]=[C:16]([CH:14]([OH:15])[CH:1]([OH:4])[CH3:2])[CH:17]=[C:18]([F:25])[C:19]=1[O:23][CH3:24] |f:0.1,3.4|. Reactants: ClC=1C(=CC(=C(C(=O)OC(C)(C)C)C1)F)OCC1CC(CCC1)(F)F (tert-butyl 5-chloro-4-((3,3-difluorocyclohexyl)methoxy)-2- fluorobenzoate). Solvent: ClCCl (dichloromethane), FC(C(=O)O)(F)F (trifluoroacetic acid). Conditions: time 2 hour. The product is ClC=1C(=CC(=C(C(=O)O)C1)F)OCC1CC(CCC1)(F)F (5-chloro-4-((3,3-difluorocyclohexyl)methoxy)-2-fluorobenzoic acid). RXN SMILES: [Cl:1][C:2]1[C:3]([O:16][CH2:17][CH:18]2[CH2:23][CH2:22][CH2:21][C:20]([F:25])([F:24])[CH2:19]2)=[CH:4][C:5]([F:15])=[C:6]([CH:14]=1)[C:7]([O:9]C(C)(C)C)=[O:8]>ClCCl.FC(F)(F)C(O)=O>[Cl:1][C:2]1[C:3]([O:16][CH2:17][CH:18]2[CH2:23][CH2:22][CH2:21][C:20]([F:24])([F:25])[CH2:19]2)=[CH:4][C:5]([F:15])=[C:6]([CH:14]=1)[C:7]([OH:9])=[O:8]. Reported procedure: A solution of tert-butyl 5-chloro-4-((3,3-difluorocyclohexyl)methoxy)-2- fluorobenzoate (64.4 mg) in dichloromethane (0.34 mL) and trifluoroacetic acid (0.17 mL) was stirred at 0° C. for 10 min then at rt for 2 h. The contents were concentrated. The residue was re-dissolved with dichloromethane and concentrated. The crude was dried under vacuum and used directly. Reactants: [OH-].[K+] (KOH), N1C=NC2=C1C=C(C=C2)N2C(C(=C(C2C2=CC=C(C=C2)C2=CC=CC=C2)C)O)=O (1-(1H-Benzo[d]imidazol-6-yl)-3-hydroxy-4-methyl-5-(biphen-4-yl)-1H-pyrrol-2(5H)-one), CC1=CC=C(C=C1)S(=O)(=O)N(C)N=O (diazald), C(CO)O.CCOCC (ethylene glycol Et2O). The solvent is CO (MeOH). The product is N1C=NC2=C1C=C(C=C2)N2C(C(=C(C2C2=CC=C(C=C2)C2=CC=CC=C2)C)OC)=O (1-(1H-Benzo[d]imidazol-6-yl)-3-methoxy-4-methyl-5-(biphen-4-yl)-1H-pyrrol-2(5H)-one). Reaction SMILES: [OH-].[K+].[CH3:3]C1C=CC(S(N(N=O)C)(=O)=O)=CC=1.C(O)CO.CCOCC.[NH:26]1[C:30]2[CH:31]=[C:32]([N:35]3[CH:39]([C:40]4[CH:45]=[CH:44][C:43]([C:46]5[CH:51]=[CH:50][CH:49]=[CH:48][CH:47]=5)=[CH:42][CH:41]=4)[C:38]([CH3:52])=[C:37]([OH:53])[C:36]3=[O:54])[CH:33]=[CH:34][C:29]=2[N:28]=[CH:27]1>CO>[NH:26]1[C:30]2[CH:31]=[C:32]([N:35]3[CH:39]([C:40]4[CH:41]=[CH:42][C:43]([C:46]5[CH:51]=[CH:50][CH:49]=[CH:48][CH:47]=5)=[CH:44][CH:45]=4)[C:38]([CH3:52])=[C:37]([O:53][CH3:3])[C:36]3=[O:54])[CH:33]=[CH:34][C:29]=2[N:28]=[CH:27]1 |f:0.1,3.4|. Procedure: The compound was synthesized starting from KOH (15 eq in water), diazald (8 eq), ethylene glycol/Et2O (1/2 v/v, 60 ml), 1-(1H-Benzo[d]imidazol-6-yl)-3-hydroxy-4-methyl-5-(biphen-4-yl)-1H-pyrrol-2(5H)-one (1 g, 2.63 mmol, 1 eq) and MeOH (20 ml); yield 0.070 g (17.7%); MS m/z: 396.1 [M+H]+; 1H-NMR: (400 MHz, DMSO-D6) δ: 12.39 (s, 1H), 8.14 (s, 1H), 7.76-7.72 (m, 1H), 7.59-7.28 (m, 11H), 5.88 (s, 1H), 3.96 (s, 3H), 1.75 (s, 3H); HPLC (METHOD [A]): rt 14.00 min (98.38%) The reactants are CCOC(=O)C(C)O, O=C([O-])[O-], O=[N+]([O-])c1ccc(F)cc1F, [K+], [K+], C1COCCO1. Yields the product CCOC(=O)C(C)Oc1cc(F)ccc1[N+](=O)[O-]. RXN SMILES: [C:12]([CH:13]([OH:14])[CH3:15])(=[O:16])[O:17][CH2:18][CH3:19].[C:20](=[O:21])([O-:22])[O-:23].[F:1][c:2]1[c:3]([N+:9](=[O:10])[O-:11])[cH:4][cH:5][c:6]([F:8])[cH:7]1.[K+:24].[K+:25].[O:26]1[CH2:27][CH2:28][O:29][CH2:30][CH2:31]1>>[c:2]1([O:14][CH:13]([C:12](=[O:16])[O:17][CH2:18][CH3:19])[CH3:15])[c:3]([N+:9](=[O:10])[O-:11])[cH:4][cH:5][c:6]([F:8])[cH:7]1. Reactants: CC1=CC=C(O1)C(CC)O (1-(5-methyl-2-furyl)propanol), C(C)(=O)O (acetic acid), [Cl-].[Na+] (sodium chloride), [OH-].[Na+] (sodium hydroxide), [OH-].[Na+] (sodium hydroxide). The reagents and catalysts are C(C)(=O)O (acetic acid). Solvent: O (water). Product: OC1C(=C(C(C1)=O)CC)C ((RS)-4-hydroxy-3-methyl-2-ethylcyclopent-2-en-1-one). Yield: 52.0%. RXN SMILES: [CH3:1][C:2]1[O:6][C:5]([CH:7](O)[CH2:8][CH3:9])=[CH:4][CH:3]=1.[OH-].[Na+].C(O)(=[O:15])C.[Cl-].[Na+]>O.C(O)(=O)C>[OH:15][CH:3]1[CH2:4][C:5](=[O:6])[C:7]([CH2:8][CH3:9])=[C:2]1[CH3:1] |f:1.2,4.5|. Reported procedure: A mixed solution of 28.97 g of the 1-(5-methyl-2-furyl)propanol thus obtained, 0.394 g of 50% aqueous acetic acid, 0.394 g of a 23% (w/v) sodium hydroxide solution in 579.4 g of water was heated and refluxed at the constant pH of 5.70 to 5.85 for 38 hours. After the mixed solution was cooled to the room temperature, a 23% (w/v) sodium hydroxide solution was added to the mixed solution to adjust the pH of the solution to 8.0 to 8.2, and then refluxed for three hours. A 50% acetic acid solution wa... The reactants are BrC1=CC=C(C(=N1)C)C(=O)N1CCN(CC1)C1=NC=C(C=C1C)C1CC1 ((6-bromo-2-methylpyridin-3-yl) [4-(5-cyclopropyl-3-methylpyridin-2-yl)piperazin-1-yl]methanone), C(C)(=O)N1C(NCC1)=O (1-acetylimidazolidin-2-one). Yields the product C(C)(=O)N1C(N(CC1)C1=NC(=C(C=C1)C(=O)N1CCN(CC1)C1=NC=C(C=C1C)C1CC1)C)=O (1-acetyl-3-{5-[4-(5-cyclopropyl-3-methylpyridin-2-yl)piperazine-1-carbonyl]-6-methylpyridin-2-yl}imidazolidin-2-one). The yield is 75.1%. Reaction SMILES: Br[C:2]1[N:7]=[C:6]([CH3:8])[C:5]([C:9]([N:11]2[CH2:16][CH2:15][N:14]([C:17]3[C:22]([CH3:23])=[CH:21][C:20]([CH:24]4[CH2:26][CH2:25]4)=[CH:19][N:18]=3)[CH2:13][CH2:12]2)=[O:10])=[CH:4][CH:3]=1.[C:27]([N:30]1[CH2:34][CH2:33][NH:32][C:31]1=[O:35])(=[O:29])[CH3:28]>>[C:27]([N:30]1[CH2:34][CH2:33][N:32]([C:2]2[CH:3]=[CH:4][C:5]([C:9]([N:11]3[CH2:16][CH2:15][N:14]([C:17]4[C:22]([CH3:23])=[CH:21][C:20]([CH:24]5[CH2:26][CH2:25]5)=[CH:19][N:18]=4)[CH2:13][CH2:12]3)=[O:10])=[C:6]([CH3:8])[N:7]=2)[C:31]1=[O:35])(=[O:29])[CH3:28]. Procedure: Using (6-bromo-2-methylpyridin-3-yl) [4-(5-cyclopropyl-3-methylpyridin-2-yl)piperazin-1-yl]methanone (208 mg) described in Preparation Example 249 and 1-acetylimidazolidin-2-one (77 mg) and by the reaction and treatment in the same manner as in Example 1, the title compound (174 mg) was obtained. The reactants are NCC1=CC=C(C=C1)N1C(C(C1C1=CC=C(C=C1)OC)CCC(O)C1=CC=C(C=C1)F)=O (1-(4-Aminomethylphenyl)-3-[3-(4-fluorophenyl)-3-hydroxypropyl]-4-(4-methoxyphenyl)-azetidin-2-one), C(COCCOCCOCC(=O)O)(=O)O (3,6,9-trioxaundecanedioic acid), C(C)(C)N=C=NC(C)C (diisopropylcarbodiimide), OC1=CC=CC=2NN=NC21 (hydroxybenzotriazole). Solvent: CN(C=O)C (dimethylformamide), CN(C=O)C (dimethylformamide), C(C)N(CC)CC (triethylamine). Reaction conditions: time 12 hour. Yields the product FC1=CC=C(C=C1)C(CCC1C(N(C1=O)C1=CC=C(CNC(=O)COCCOCCOCC(=O)O)C=C1)C1=CC=C(C=C1)OC)O ({2-[2-({4-[3-[3-(4-Fluorophenyl)-3-hydroxypropyl]-2-(4-methoxyphenyl)-4-oxoazetidin-1-yl]benzylcarbamoyl}methoxy)ethoxy]ethoxy}acetic acid). As a reaction SMILES: [NH2:1][CH2:2][C:3]1[CH:8]=[CH:7][C:6]([N:9]2[CH:12]([C:13]3[CH:18]=[CH:17][C:16]([O:19][CH3:20])=[CH:15][CH:14]=3)[CH:11]([CH2:21][CH2:22][CH:23]([C:25]3[CH:30]=[CH:29][C:28]([F:31])=[CH:27][CH:26]=3)[OH:24])[C:10]2=[O:32])=[CH:5][CH:4]=1.[C:33]([OH:47])(=[O:46])[CH2:34][O:35][CH2:36][CH2:37][O:38][CH2:39][CH2:40][O:41][CH2:42][C:43](O)=[O:44].C(N=C=NC(C)C)(C)C.OC1C2N=NNC=2C=CC=1>CN(C)C=O.C(N(CC)CC)C>[F:31][C:28]1[CH:27]=[CH:26][C:25]([CH:23]([OH:24])[CH2:22][CH2:21][CH:11]2[C:10](=[O:32])[N:9]([C:6]3[CH:7]=[CH:8][C:3]([CH2:2][NH:1][C:43]([CH2:42][O:41][CH2:40][CH2:39][O:38][CH2:37][CH2:36][O:35][CH2:34][C:33]([OH:47])=[O:46])=[O:44])=[CH:4][CH:5]=3)[CH:12]2[C:13]2[CH:18]=[CH:17][C:16]([O:19][CH3:20])=[CH:15][CH:14]=2)=[CH:30][CH:29]=1. Reported procedure: A solution of 64 mg of 1-(4-aminomethylphenyl)-3-[3-(4-fluorophenyl)-3-hydroxypropyl]4-(4-methoxyphenyl)azetidin-2-one (5), and 21 μl of triethylamine in 1 ml of dimethylformamide was added to a solution of 327 mg of 3,6,9-trioxaundecanedioic acid, 57 μl of diisopropylcarbodiimide, 50 mg of hydroxybenzotriazole in 2 ml of dimethylformamide, and the mixture was stirred at room temperature for 12 h. The reaction solution was concentrated and separated by HPLC (Knauer Eurospher-100-10-C18, water (0... The reactants are solution, [Li]CCCC (n-BuLi), CCCCCC (hexane), C[Si](N[Si](C)(C)C)(C)C (Hexamethyldisilazane), ClC=1CN(C(C2=C(N1)C=CC(=C2)Br)=O)CC2=C(C=C(C=C2)OC)OC (2-chloro-4-(2,4-dimethoxy-benzyl)-7-bromo-3,4-dihydro-benzo[e][1,4]diazepin-5-one), C(C)OC(C/N=C/N(C)C)=O ((E)-(dimethylamino-methyleneamino)-acetic acid ethyl ester). Solvent: C(C)(=O)O (acetic acid), O (water), TBF, C1CCOC1 (THF), C1CCOC1 (THF). Conditions: temperature -70 celsius, time 1 hour. Product: C(C)OC(=O)C=1N=CN2C3=C(C(N(CC12)CC1=C(C=C(C=C1)OC)OC)=O)C=C(C=C3)Br (5-(2,4-Dimethoxy-benzyl)-8-bromo-6-oxo-5,6-dihydro-4H-2,5,10b-triaza-benzo[e]azulene-3-carboxylic Acid Ethyl Ester). As a reaction SMILES: C[Si](C)(C)N[Si](C)(C)C.[Li]CCCC.CCCCCC.[CH2:21]([O:23][C:24](=[O:31])[CH2:25]/[N:26]=[CH:27]/[N:28]([CH3:30])[CH3:29])[CH3:22].ClC1[CH2:34][N:35]([CH2:46][C:47]2[CH:52]=[CH:51][C:50]([O:53][CH3:54])=[CH:49][C:48]=2[O:55][CH3:56])[C:36](=[O:45])[C:37]2[CH:43]=[C:42]([Br:44])[CH:41]=[CH:40]C=2N=1>C1COCC1.O.C(O)(=O)C>[CH2:21]([O:23][C:24]([C:25]1[N:26]=[CH:27][N:28]2[C:30]=1[CH2:34][N:35]([CH2:46][C:47]1[CH:52]=[CH:51][C:50]([O:53][CH3:54])=[CH:49][C:48]=1[O:55][CH3:56])[C:36](=[O:45])[C:37]1[CH:43]=[C:42]([Br:44])[CH:41]=[CH:40][C:29]2=1)=[O:31])[CH3:22]. Reported procedure: Hexamethyldisilazane (5.1 mL, 24.4 mmol) was dissolved in TBF (30 mL), cooled under Argon to −70° C., and treated slowly with a 1.6 M solution of n-BuLi in hexane (14.5 mL, 23.2 mmol). After stirring for 1 h at −70° C., a solution of (E)-(dimethylamino-methyleneamino)-acetic acid ethyl ester (2.34 g, 14.8 mmol) in THF (10 mL) was added, and stirring continued for 1 h at −70° C. Then a solution of 2-chloro-4-(2,4-dimethoxy-benzyl)-7-bromo-3,4-dihydro-benzo[e][1,4]diazepin-5-one (3.1 g, 7.4 mmol) ...